From a dataset of the Open Reaction Database (ORD), a public repository of structured organic reaction records. describe an organic reaction: reactants, conditions, products, and yield The reactants are C(C)OC(CN1C(C(C2=CC=CC=C12)(NC(=O)NC1=CC=C(C=C1)C)CC(=O)NC1=CC=C(C=C1)N(C)C)=O)OCC ((+)-1-(2,2-Diethoxyethyl)-3-((4-(N,N-dimethylamino)phenyl)aminocarbonylmethyl)-3-(N'-(4-methylphenyl)ureido)indolin-2-one), S(=O)(=O)(O)[O-].[K+] (potassium hydrogensulfate). Product: S(=O)(=O)(O)[O-].[K+].C(C)OC(CN1C(C(C2=CC=CC=C12)(NC(=O)NC1=CC=C(C=C1)C)CC(=O)NC1=CC=C(C=C1)N(C)C)=O)OCC ((+)-1-(2,2-Diethoxyethyl)-3-((4-(N,N-dimethylamino)phenyl)aminocarbonylmethyl)-3-(N'-(4-methylphenyl)ureido)indolin-2-one Potassium Hydrogensulfate). As a reaction SMILES: [CH2:1]([O:3][CH:4]([O:40][CH2:41][CH3:42])[CH2:5][N:6]1[C:14]2[C:9](=[CH:10][CH:11]=[CH:12][CH:13]=2)[C:8]([CH2:26][C:27]([NH:29][C:30]2[CH:35]=[CH:34][C:33]([N:36]([CH3:38])[CH3:37])=[CH:32][CH:31]=2)=[O:28])([NH:15][C:16]([NH:18][C:19]2[CH:24]=[CH:23][C:22]([CH3:25])=[CH:21][CH:20]=2)=[O:17])[C:7]1=[O:39])[CH3:2].[S:43]([O-:47])([OH:46])(=[O:45])=[O:44].[K+:48]>>[S:43]([O-:47])([OH:46])(=[O:45])=[O:44].[K+:48].[CH2:1]([O:3][CH:4]([O:40][CH2:41][CH3:42])[CH2:5][N:6]1[C:14]2[C:9](=[CH:10][CH:11]=[CH:12][CH:13]=2)[C:8]([CH2:26][C:27]([NH:29][C:30]2[CH:31]=[CH:32][C:33]([N:36]([CH3:38])[CH3:37])=[CH:34][CH:35]=2)=[O:28])([NH:15][C:16]([NH:18][C:19]2[CH:24]=[CH:23][C:22]([CH3:25])=[CH:21][CH:20]=2)=[O:17])[C:7]1=[O:39])[CH3:2] |f:1.2,3.4.5|. Procedure: The compound obtained in Example 180 was mixed with 1 equivalent of potassium hydrogensulfate, and the mixture was recrystallized from methanol to obtain the title compound as needles. Starting materials: Brc1nccc2c1CCN(Cc1ccccc1)C2, [K+], [K+], [K+], C1COCCO1, O=C(C=Cc1ccccc1)C=Cc1ccccc1, O=C(C=Cc1ccccc1)C=Cc1ccccc1, O=C(C=Cc1ccccc1)C=Cc1ccccc1, O=P([O-])([O-])[O-], [Pd], [Pd], Cc1ccc(N)cc1-c1cc2ccccc2cn1. Yields the product Cc1ccc(Nc2nccc3c2CCN(Cc2ccccc2)C3)cc1-c1cc2ccccc2cn1. As a reaction SMILES: [CH2:1]([c:2]1[cH:3][cH:4][cH:5][cH:6][cH:7]1)[N:8]1[CH2:9][c:10]2[cH:11][cH:12][n:13][c:14]([Br:18])[c:15]2[CH2:16][CH2:17]1.[K+:42].[K+:43].[K+:44].[O:101]1[CH2:102][CH2:103][O:104][CH2:105][CH2:106]1.[O:47]=[C:48]([CH:49]=[CH:50][c:51]1[cH:52][cH:53][cH:54][cH:55][cH:56]1)[CH:57]=[CH:58][c:59]1[cH:60][cH:61][cH:62][cH:63][cH:64]1.[O:65]=[C:66]([CH:67]=[CH:68][c:69]1[cH:70][cH:71][cH:72][cH:73][cH:74]1)[CH:75]=[CH:76][c:77]1[cH:78][cH:79][cH:80][cH:81][cH:82]1.[O:83]=[C:84]([CH:85]=[CH:86][c:87]1[cH:88][cH:89][cH:90][cH:91][cH:92]1)[CH:93]=[CH:94][c:95]1[cH:96][cH:97][cH:98][cH:99][cH:100]1.[P:37]([O-:38])([O-:39])([O-:40])=[O:41].[Pd:45].[Pd:46].[cH:19]1[n:20][c:21](-[c:29]2[cH:30][c:31]([NH2:32])[cH:33][cH:34][c:35]2[CH3:36])[cH:22][c:23]2[cH:24][cH:25][cH:26][cH:27][c:28]12>>[CH2:1]([c:2]1[cH:3][cH:4][cH:5][cH:6][cH:7]1)[N:8]1[CH2:9][c:10]2[cH:11][cH:12][n:13][c:14]([NH:32][c:31]3[cH:30][c:29](-[c:21]4[n:20][cH:19][c:28]5[c:23]([cH:22]4)[cH:24][cH:25][cH:26][cH:27]5)[c:35]([CH3:36])[cH:34][cH:33]3)[c:15]2[CH2:16][CH2:17]1. The reactants are [OH-].[Na+] (sodium hydroxide), Example 6, COC1=CC=C(C=C1)C=1N=C(SC1C1=CC=C(C=C1)OC)C=1NC=CC1 (4,5-Bis(4-methoxyphenyl)-2-(pyrrol-2-yl)thiazole), C1(=CC=C(C=C1)S(=O)(=O)OCC(F)(F)F)C (2,2,2-trifluoroethyl p-toluenesulfonate). Reagents/catalysts: [Br-].C(CCC)[N+](CCCC)(CCCC)CCCC (tetra-n-butylammonium bromide). Solvent: C1=CC=CC=C1 (benzene), C1=CC=CC=C1 (benzene), O (water), C1=CC=CC=C1 (benzene). Product: COC1=CC=C(C=C1)C=1N=C(SC1C1=CC=C(C=C1)OC)C=1N(C=CC1)CC(F)(F)F (4,5-bis(4-methoxyphenyl)-2-[1-(2,2,2-trifluoroethyl)pyrrol-2-yl]thiazole). Yield: 36.0%. RXN SMILES: C1(C)C=CC(S(O[CH2:11][C:12]([F:15])([F:14])[F:13])(=O)=O)=CC=1.[OH-].[Na+].[CH3:19][O:20][C:21]1[CH:26]=[CH:25][C:24]([C:27]2[N:28]=[C:29]([C:40]3[NH:41][CH:42]=[CH:43][CH:44]=3)[S:30][C:31]=2[C:32]2[CH:37]=[CH:36][C:35]([O:38][CH3:39])=[CH:34][CH:33]=2)=[CH:23][CH:22]=1>[Br-].C([N+](CCCC)(CCCC)CCCC)CCC.C1C=CC=CC=1.O>[CH3:19][O:20][C:21]1[CH:22]=[CH:23][C:24]([C:27]2[N:28]=[C:29]([C:40]3[N:41]([CH2:11][C:12]([F:15])([F:14])[F:13])[CH:42]=[CH:43][CH:44]=3)[S:30][C:31]=2[C:32]2[CH:37]=[CH:36][C:35]([O:38][CH3:39])=[CH:34][CH:33]=2)=[CH:25][CH:26]=1 |f:1.2,4.5|. Procedure: 4,5-Bis(4-methoxyphenyl)-2-(pyrrol-2-yl)thiazole obtained in the same manner as described in Reference Example 6 (1.81 g, 5 mmole), 2,2,2-trifluoroethyl p-toluenesulfonate (1.27 g, 5 mmole), and tetra-n-butylammonium bromide (0.16 g, 0.5 mmole) are refluxed in two phases of benzene (20 ml) and 50% aqueous sodium hydroxide (20 ml) for 16 hours. To the mixture are added water and benzene under ice-cooling, and the mixture is shaken. The benzene layer is taken, and the aqueous layer is further extr... Reported procedure: 6-Nitro-2-(2,6-difluoro-phenyl)-benzo[d][1,3]oxazin-4-one (50 mg) was dissolved in acetic acid (5 mL) under N2, PtO2 (2.5 mg) was added and the mixture was hydrogenated with H2 gas. Reaction time 2 h. The reaction mixture was filtered through Hyflo®, which was rinsed afterwards with ethyl acetate. The combined organic phases were evaporated to dryness and subsequently treated three times with toluene followed by evaporation. Starting materials: [N+](=O)([O-])C1=CC2=C(N=C(OC2=O)C2=C(C=CC=C2F)F)C=C1 (6-Nitro-2-(2,6-difluoro-phenyl)-benzo[d][1,3]oxazin-4-one). Product: NC1=CC2=C(N=C(OC2=O)C2=C(C=CC=C2F)F)C=C1 (6-Amino-2-(2,6-difluoro-phenyl)-benzo[d][1,3]oxazin-4-one). Reagents/catalysts: O=[Pt]=O (PtO2). The solvent is C(C)(=O)O (acetic acid). RXN SMILES: [N+:1]([C:4]1[CH:22]=[CH:21][C:7]2[N:8]=[C:9]([C:13]3[C:18]([F:19])=[CH:17][CH:16]=[CH:15][C:14]=3[F:20])[O:10][C:11](=[O:12])[C:6]=2[CH:5]=1)([O-])=O>C(O)(=O)C.O=[Pt]=O>[NH2:1][C:4]1[CH:22]=[CH:21][C:7]2[N:8]=[C:9]([C:13]3[C:14]([F:20])=[CH:15][CH:16]=[CH:17][C:18]=3[F:19])[O:10][C:11](=[O:12])[C:6]=2[CH:5]=1. The reactants are S(=O)(Cl)Cl (Thionyl chloride), CO (methanol), N[C@@H](CC=1CC=CCC1)C(=O)O (2,5-dihydro-L-phenylalanine). Yields the product Cl.COC([C@@H](N)CC=1CC=CCC1)=O (2,5-Dihydro-L-phenylalanine methyl ester hydrochloride). As a reaction SMILES: S(Cl)([Cl:3])=O.[NH2:5][C@H:6]([C:14]([OH:16])=[O:15])[CH2:7][C:8]1[CH2:9][CH:10]=[CH:11][CH2:12][CH:13]=1.[CH3:17]O>>[ClH:3].[CH3:17][O:15][C:14](=[O:16])[C@H:6]([CH2:7][C:8]1[CH2:13][CH:12]=[CH:11][CH2:10][CH:9]=1)[NH2:5] |f:3.4|. Procedure: Thionyl chloride (15 ml.) is added to methanol (150 ml.) while stirring in a dry ice bath. The mixture is allowed to come to room temperature and 2,5-dihydro-L-phenylalanine (5.0 g.) is added. After refluxing for 30 minutes, the solvent is removed in vacuo and the residue is crystallized from ether and then recrystallized from acetonitrile. Yield: 4.95 g. The reactants are [OH-].[Na+] (NaOH), ClC(C(Cl)(Cl)Cl)NC(C1=C(C=CC=C1)OC(C)=O)=O (N-(1,2,2,2-tetrachloroethyl)-2-acetoxybenzamide), CC(=O)C (acetone), C1(=CC=CC=C1)S (phenyl mercaptan). Run in O (Water). Run at time 1 hour. The product is C1(=CC=CC=C1)SC(C(Cl)(Cl)Cl)NC(C1=C(C=CC=C1)O)=O (N-(1-phenylthio-2,2,2-trichloroethyl)-2-hydroxybenzamide). Yield: 80.0%. As a reaction SMILES: [OH-].[Na+].Cl[CH:4]([NH:9][C:10](=[O:21])[C:11]1[CH:16]=[CH:15][CH:14]=[CH:13][C:12]=1[O:17]C(=O)C)[C:5]([Cl:8])([Cl:7])[Cl:6].CC(C)=O.[C:26]1([SH:32])[CH:31]=[CH:30][CH:29]=[CH:28][CH:27]=1>O>[C:26]1([S:32][CH:4]([NH:9][C:10](=[O:21])[C:11]2[CH:16]=[CH:15][CH:14]=[CH:13][C:12]=2[OH:17])[C:5]([Cl:6])([Cl:7])[Cl:8])[CH:31]=[CH:30][CH:29]=[CH:28][CH:27]=1 |f:0.1|. Procedure details: 10.3 g of a 20% acqueous NaOH solution was added dropwise to the mixture of 16.6 g of N-(1,2,2,2-tetrachloroethyl)-2-acetoxybenzamide, 70 ml of acetone and 5.3 g of phenyl mercaptan under stirring at 10°-15° C. The reaction was effected at room temperature for one hour. Water was added thereto, the dichloromethane layer was separated, and the solution was dried and concentrated. 100 ml of ethanol and 1.5 ml of 35% hydrochloric acid were added to the residue and the reaction was effected under re... Starting materials: CCCCC(CC)CO, CCCCC=C1CCCC1=O, Cl, [Na+], [OH-]. The product is CCCCCC1=CCCC1=O. As a reaction SMILES: [CH2:2]([CH:3]([CH2:4][CH2:5][CH2:6][CH3:7])[CH2:8][OH:9])[CH3:10].[CH:11]([CH2:12][CH2:13][CH2:14][CH3:15])=[C:16]1[C:17](=[O:21])[CH2:18][CH2:19][CH2:20]1.[ClH:1].[Na+:23].[OH-:22]>>[CH2:11]([CH2:12][CH2:13][CH2:14][CH3:15])[C:16]1=[CH:20][CH2:19][CH2:18][C:17]1=[O:21]. Starting materials: B(OC1=CC=C(C=C1)OCCC)([O-])[O-] (4-propoxyphenyl borate), BrC=1C=CC2=C(C=C(CCN2C)C(=O)NC2=CC=C(C=C2)CN(C2CCOCC2)C)C1 (7-bromo-1-methyl-N-[4-[[N-methyl-N-(tetrahydro-2H-pyran-4-yl)amino]methyl]phenyl]-2,3-dihydro-1H-benzazepine-4-carboxamide), C([O-])([O-])=O.[K+].[K+] (potassium carbonate). The solvent is C(C)(=O)OCC (ethyl acetate), O.C(C)O.C1(=CC=CC=C1)C (water ethanol toluene). Conditions: time 30 minute. As a reaction SMILES: B([O-])([O-])O[C:3]1[CH:8]=[CH:7][C:6]([O:9][CH2:10][CH2:11][CH3:12])=[CH:5][CH:4]=1.Br[C:16]1[CH:17]=[CH:18][C:19]2[N:25]([CH3:26])[CH2:24][CH2:23][C:22]([C:27]([NH:29][C:30]3[CH:35]=[CH:34][C:33]([CH2:36][N:37]([CH3:44])[CH:38]4[CH2:43][CH2:42][O:41][CH2:40][CH2:39]4)=[CH:32][CH:31]=3)=[O:28])=[CH:21][C:20]=2[CH:45]=1.C(=O)([O-])[O-].[K+].[K+]>O.C(O)C.C1(C)C=CC=CC=1.C(OCC)(=O)C.C1C=CC([P]([Pd]([P](C2C=CC=CC=2)(C2C=CC=CC=2)C2C=CC=CC=2)([P](C2C=CC=CC=2)(C2C=CC=CC=2)C2C=CC=CC=2)[P](C2C=CC=CC=2)(C2C=CC=CC=2)C2C=CC=CC=2)(C2C=CC=CC=2)C2C=CC=CC=2)=CC=1>[CH3:26][N:25]1[C:19]2[CH:18]=[CH:17][C:16]([C:3]3[CH:8]=[CH:7][C:6]([O:9][CH2:10][CH2:11][CH3:12])=[CH:5][CH:4]=3)=[CH:45][C:20]=2[CH:21]=[C:22]([C:27]([NH:29][C:30]2[CH:31]=[CH:32][C:33]([CH2:36][N:37]([CH3:44])[CH:38]3[CH2:43][CH2:42][O:41][CH2:40][CH2:39]3)=[CH:34][CH:35]=2)=[O:28])[CH2:23][CH2:24]1 |f:2.3.4,5.6.7,^1:72,74,93,112|. Isolated yield 68.8%. Yields the product CN1CCC(=CC2=C1C=CC(=C2)C2=CC=C(C=C2)OCCC)C(=O)NC2=CC=C(C=C2)CN(C2CCOCC2)C (1-methyl-N-[4-[[N-methyl-N-(tetrahydro-2H-pyran-4-yl)amino]methyl]phenyl]-7-(4-propoxyphenyl)-2,3-dihydro-1H-1-benzazepine-4-carboxamide). The reagents and catalysts are C=1C=CC(=CC1)[P](C=2C=CC=CC2)(C=3C=CC=CC3)[Pd]([P](C=4C=CC=CC4)(C=5C=CC=CC5)C=6C=CC=CC6)([P](C=7C=CC=CC7)(C=8C=CC=CC8)C=9C=CC=CC9)[P](C=1C=CC=CC1)(C=1C=CC=CC1)C=1C=CC=CC1 (tetrakistriphenylphosphinepalladium). Procedure: In water: ethanol: toluene (1:1:10, v/v, 18.0 ml) were dissolved 4-propoxyphenyl borate (203 mg) and 7-bromo-1-methyl-N-[4-[[N-methyl-N-(tetrahydro-2H-pyran-4-yl)amino]methyl]phenyl]-2,3-dihydro-1H-benzazepine-4-carboxamide (455 mg). To the solution was added potassium carbonate (312 mg), and the mixture was stirred under argon atmosphere at room temperature for 30 minutes. To the mixture was added tetrakistriphenylphosphinepalladium (43 mg), and the mixture was heated to reflux under argon atmo...